This data is from the Open Reaction Database (ORD), a public repository of structured organic reaction records. The task is: describe an organic reaction: reactants, conditions, products, and yield Starting materials: N#CCBr, O=C([O-])[O-], CC#N, Oc1cc(I)ccc1I, [K+], [K+], O. Yields the product N#CCOc1cc(I)ccc1I. As a reaction SMILES: [Br:10][CH2:11][C:12]#[N:13].[C:14](=[O:15])([O-:16])[O-:17].[CH3:21][C:22]#[N:23].[I:1][c:2]1[c:3]([OH:9])[cH:4][c:5]([I:8])[cH:6][cH:7]1.[K+:18].[K+:19].[OH2:20]>>[I:1][c:2]1[c:3]([O:9][CH2:11][C:12]#[N:13])[cH:4][c:5]([I:8])[cH:6][cH:7]1. Reactants: ClC1=CC=C(C=C1)OC (4-chloroanisole), C(CCCCC)N (hexylamine), CC(C)(C)[O-].[Na+] (NaOt-Bu), O(CCCC)CCCC (Bu2O). Run at temperature 85 celsius. The product is C(CCCCC)NC1=CC=C(C=C1)OC (N-hexyl-4-methoxyaniline). Yield: 88.2%. Reaction SMILES: Cl[C:2]1[CH:7]=[CH:6][C:5]([O:8][CH3:9])=[CH:4][CH:3]=1.[CH2:10]([NH2:16])[CH2:11][CH2:12][CH2:13][CH2:14][CH3:15].CC([O-])(C)C.[Na+].O(CCCC)CCCC>>[CH2:10]([NH:16][C:2]1[CH:7]=[CH:6][C:5]([O:8][CH3:9])=[CH:4][CH:3]=1)[CH2:11][CH2:12][CH2:13][CH2:14][CH3:15] |f:2.3|. Procedure: Following general procedure D, a mixture of 4-chloroanisole (1.23 mL, 10 mmol), hexylamine (1.83 mL, 14 mmol), NaOt-Bu (1.15 g, 12 mmol), 10 (4 mg, 0.05 mol %), 1 (2.5 mg, 0.05 mol %), and Bu2O (3 mL) was heated to 85° C. for 1 h. The crude product was purified via the Biotage SP4 (silica-packed 100 g; 0-50% EtOAc/hexanes) to provide the title compound as a yellow oil (1.828 g, 88%). 1H NMR (300 MHz, CDCl3) δ: 6.84 (d, J=9.0 Hz, 2H), 6.62 (d, J=9.0 Hz, 2H), 3.78 (s, 3H), 3.40 (s, 1H), 3.09 (t, J... The reactants are FC1(CC(C(C1)NC(OC(C)(C)C)=O)NC(C1=C(C=CC=C1)N1N=CC=N1)=O)F (tert-butyl N-{4,4-difluoro-2-[2-(2H-1,2,3-triazol-2-yl)benzamido]cyclopentyl}carbamate), Cl (HCl). The solvent is O1CCOCC1 (1,4-dioxane), O1CCOCC1 (1,4-dioxane). Reaction conditions: time 6 hour. Yields the product Cl.NC1C(CC(C1)(F)F)NC(C1=C(C=CC=C1)N1N=CC=N1)=O (N-(2-Amino-4,4-difluorocyclopentyl)-2-(2H-1,2,3-triazol-2-yl)benzamide hydrochloride). RXN SMILES: [F:1][C:2]1([F:29])[CH2:6][CH:5]([NH:7]C(=O)OC(C)(C)C)[CH:4]([NH:15][C:16](=[O:28])[C:17]2[CH:22]=[CH:21][CH:20]=[CH:19][C:18]=2[N:23]2[N:27]=[CH:26][CH:25]=[N:24]2)[CH2:3]1.[ClH:30]>O1CCOCC1>[ClH:30].[NH2:7][CH:5]1[CH2:6][C:2]([F:29])([F:1])[CH2:3][CH:4]1[NH:15][C:16](=[O:28])[C:17]1[CH:22]=[CH:21][CH:20]=[CH:19][C:18]=1[N:23]1[N:24]=[CH:25][CH:26]=[N:27]1 |f:3.4|. Procedure: To a solution of tert-butyl N-{4,4-difluoro-2-[2-(2H-1,2,3-triazol-2-yl)benzamido]cyclopentyl}carbamate (640 mg, 1.57 mmol) in dry 1,4-dioxane (5 ml) was added HCl in 1,4-dioxane (4M, 3.9 ml, 15.71 mmol). The reaction was stirred at room temperature for 6 hours then concentrated in vacuo and azeotropically distilled with toluene to afford the title compound. Reactants: O=[N+]([O-])c1cc(Br)cnc1O, O=S(Cl)Cl. Product: O=[N+]([O-])c1cc(Br)cnc1Cl. Reaction SMILES: [Br:1][c:2]1[cH:3][c:4]([N+:9](=[O:10])[O-:11])[c:5]([OH:8])[n:6][cH:7]1.[S:12]([Cl:13])([Cl:14])=[O:15]>>[Br:1][c:2]1[cH:3][c:4]([N+:9](=[O:10])[O-:11])[c:5]([Cl:14])[n:6][cH:7]1. Reactants: NC=1C(=NC(=NC1NC1CCCC1)C1=CC(=CC=C1)O)C(=O)OCC (Ethyl 5-amino-6-(cyclopentylamino)-2-(3-hydroxyphenyl)pyrimidine-4-carboxylate), NC=1C(=NC(=NC1NC1CCCC1)Cl)C(=O)OCC (ethyl 5-amino-2-chloro-6-(cyclopentylamino)pyrimidine-4-carboxylate), OC=1C=C(C=CC1)B(O)O (3-hydroxyphenylboronic acid), P(=O)([O-])([O-])[O-].[K+].[K+].[K+] (potassium phosphate), C1(CCCCC1)P(C1=C(C=CC=C1)C1=C(C=CC=C1OC)OC)C1CCCCC1 (dicyclohexyl(2′,6′-dimethoxybiphenyl-2-yl)phosphine). Reagents/catalysts: C(C)(=O)[O-].[Pd+2].C(C)(=O)[O-] (palladium (II) acetate). Solvent: O1CCCC1 (tetrahydrofuran), O (water). Product: C1(CCCC1)N1C2=NC(=NC(=C2NC1=O)C(=O)N)C1=CC(=CC=C1)O (9-CYCLOPENTYL-2-(3-HYDROXYPHENYL)-8-OXO-8,9-DIHYDRO-7H-PURINE-6-CARBOXAMIDE). The yield is 30.0%. Reaction SMILES: [NH2:1][C:2]1[C:3]([C:21](OCC)=[O:22])=[N:4][C:5]([C:14]2[CH:19]=[CH:18][CH:17]=[C:16]([OH:20])[CH:15]=2)=[N:6][C:7]=1[NH:8][CH:9]1[CH2:13][CH2:12][CH2:11][CH2:10]1.[NH2:26]C1C(C(OCC)=O)=NC(Cl)=NC=1NC1CCCC1.[OH:45][C:46]1C=C(B(O)O)C=CC=1.P([O-])([O-])([O-])=O.[K+].[K+].[K+].C1(P(C2CCCCC2)C2C=CC=CC=2C2C(OC)=CC=CC=2OC)CCCCC1>O1CCCC1.O.C([O-])(=O)C.[Pd+2].C([O-])(=O)C>[CH:9]1([N:8]2[C:46](=[O:45])[NH:1][C:2]3[C:7]2=[N:6][C:5]([C:14]2[CH:19]=[CH:18][CH:17]=[C:16]([OH:20])[CH:15]=2)=[N:4][C:3]=3[C:21]([NH2:26])=[O:22])[CH2:10][CH2:11][CH2:12][CH2:13]1 |f:3.4.5.6,10.11.12|. Procedure: Ethyl 5-amino-6-(cyclopentylamino)-2-(3-hydroxyphenyl)pyrimidine-4-carboxylate. In a microwave flask was placed ethyl 5-amino-2-chloro-6-(cyclopentylamino)pyrimidine-4-carboxylate (212 mg, 0.745 mmol), 3-hydroxyphenylboronic acid (154 mg, 1.12 mmol), potassium phosphate (316 mg, 1.49 mmol), dicyclohexyl(2′,6′-dimethoxybiphenyl-2-yl)phosphine (45.8 mg, 0.112 mmol) and palladium (II) acetate (25.1 mg, 0.112 mmol) in tetrahydrofuran (3 mL) and water (0.3 mL) and the reaction mixture was heated at 1...